Dataset: the Open Reaction Database (ORD), a public repository of structured organic reaction records. Task: describe an organic reaction: reactants, conditions, products, and yield Reactants: COC1=CC=C(C=C1)C(=O)CBr (2-bromo-4-methoxyacetophenone), N=C1NCCC1 (2-iminopyrrolidine). Run in C(Cl)(Cl)Cl (CHCl3), C(Cl)(Cl)Cl (CHCl3). Reaction conditions: temperature 25 celsius, time 4 hour. Yields the product COC1=CC=C(C=C1)C=1N=C2N(C1)CCC2 (2-(4-Methoxyphenyl)-6,7-dihydro-[5H]-pyrrolo [1,2-a]imidazole). As a reaction SMILES: [CH3:1][O:2][C:3]1[CH:8]=[CH:7][C:6]([C:9]([CH2:11]Br)=O)=[CH:5][CH:4]=1.[NH:13]=[C:14]1[CH2:18][CH2:17][CH2:16][NH:15]1>C(Cl)(Cl)Cl>[CH3:1][O:2][C:3]1[CH:8]=[CH:7][C:6]([C:9]2[N:13]=[C:14]3[CH2:18][CH2:17][CH2:16][N:15]3[CH:11]=2)=[CH:5][CH:4]=1. Procedure details: To a solution of 6.8 g (29.7 mmoles) of 2-bromo-4-methoxyacetophenone in 50 ml of CHCl3 was added a solution of 5 g (59.4 mmoles) of 2-iminopyrrolidine in 30 ml of CHCl3 with chilling. After 4 hours of stirring at 25° C., the solvent was removed in vacuo. The residue was dissolved in water, the pH adjusted to 2.5 and the solution heated on a steam bath under argon atmosphere for 8 hours. The cooled solution was adjusted to pH 6. The resulting precipitate, filtered, washed with water and dried in...